The task is: describe an organic reaction: reactants, conditions, products, and yield. This data is from the Open Reaction Database (ORD), a public repository of structured organic reaction records. Starting materials: ClC\C=C/CCl (cis-1,4-dichlorobut-2-ene), solution, CC(C)([O-])C.[K+] (potassium t-butoxide), FC=1C=C(C=C(C1)CC(=O)OC)OC (methyl 5-fluoro-3-methoxyphenylacetate), solution, CC(C)([O-])C.[K+] (potassium t-butoxide). Run in C1CCOC1 (THF), C1CCOC1 (THF), C1CCOC1 (THF), C1CCOC1 (THF). Run at time 1 hour. Product: FC=1C=C(C=C(C1)C1(CC=CC1)C(=O)OC)OC (methyl 1-(5-fluoro-3-methoxyphenyl)cyclopent-3-ene-1-carboxylate). The yield is 54.9%. As a reaction SMILES: [F:1][C:2]1[CH:3]=[C:4]([O:13][CH3:14])[CH:5]=[C:6]([CH2:8][C:9]([O:11][CH3:12])=[O:10])[CH:7]=1.CC(C)([O-])C.[K+].Cl[CH2:22]/[CH:23]=[CH:24]\[CH2:25]Cl>C1COCC1>[F:1][C:2]1[CH:3]=[C:4]([O:13][CH3:14])[CH:5]=[C:6]([C:8]2([C:9]([O:11][CH3:12])=[O:10])[CH2:25][CH:24]=[CH:23][CH2:22]2)[CH:7]=1 |f:1.2|. Procedure: To a stirred solution of methyl 5-fluoro-3-methoxyphenylacetate (708 mg, 3.6 mmol) in THF (10 ml) was added a 1.0 M solution of potassium t-butoxide in THF (4.0 ml, 4.0 mmol) at -30° C. over 0.25 hr. After stirring for 1 h at the same temperature, a solution of cis-1,4-dichlorobut-2-ene (526 mg, 4.0 mmol) in THF (2 ml) was added dropwise and the reaction mixture was warmed to room temperature over 2 hr period. The reaction mixture was cooled to -30° C., and 1.0 M solution of potassium t-butoxide... The reactants are CCCC[N+](CCCC)(CCCC)CCCC, COC(=O)c1cccc(CBr)c1, CC#N, [F-], COc1c(O[Si](C(C)C)(C(C)C)C(C)C)cccc1C1SC(c2ccc(F)cc2)=NN1C(=O)c1c(F)cc(F)cc1F. Yields the product COC(=O)c1cccc(COc2cccc(C3SC(c4ccc(F)cc4)=NN3C(=O)c3c(F)cc(F)cc3F)c2OC)c1. As a reaction SMILES: [CH3:44][CH2:45][CH2:46][CH2:47][N+:48]([CH2:49][CH2:50][CH2:51][CH3:52])([CH2:53][CH2:54][CH2:55][CH3:56])[CH2:57][CH2:58][CH2:59][CH3:60].[CH3:61][O:62][C:63]([c:64]1[cH:65][c:66]([CH2:70][Br:71])[cH:67][cH:68][cH:69]1)=[O:72].[CH3:73][C:74]#[N:75].[F-:43].[F:1][c:2]1[cH:3][cH:4][c:5]([C:8]2=[N:9][N:10]([C:32](=[O:33])[c:34]3[c:35]([F:42])[cH:36][c:37]([F:41])[cH:38][c:39]3[F:40])[CH:11]([c:13]3[c:14]([O:30][CH3:31])[c:15]([O:19][Si:20]([CH:21]([CH3:22])[CH3:23])([CH:24]([CH3:25])[CH3:26])[CH:27]([CH3:28])[CH3:29])[cH:16][cH:17][cH:18]3)[S:12]2)[cH:6][cH:7]1>>[F:1][c:2]1[cH:3][cH:4][c:5]([C:8]2=[N:9][N:10]([C:32](=[O:33])[c:34]3[c:35]([F:42])[cH:36][c:37]([F:41])[cH:38][c:39]3[F:40])[CH:11]([c:13]3[c:14]([O:30][CH3:31])[c:15]([O:19][CH2:70][c:66]4[cH:65][c:64]([C:63]([O:62][CH3:61])=[O:72])[cH:69][cH:68][cH:67]4)[cH:16][cH:17][cH:18]3)[S:12]2)[cH:6][cH:7]1. Reactants: C(C1=CC=CC=C1)=O (benzaldehyde), [OH-].[NH4+] (ammonium hydroxide), [C-]#N.[Na+] (sodium cyanide), Cl.CN(CCC(=O)C=1SC(=CC1)C)C (3-dimethylamino-1-(5-methyl-2-thienyl)propan-1-one hydrochloride). The solvent is CN(C=O)C (dimethylformamide), O (water), CN(C=O)C (dimethylformamide). RXN SMILES: [C-]#N.[Na+].[CH:4](=[O:11])[C:5]1[CH:10]=[CH:9][CH:8]=[CH:7][CH:6]=1.Cl.CN(C)[CH2:15][CH2:16][C:17]([C:19]1[S:20][C:21]([CH3:24])=[CH:22][CH:23]=1)=[O:18].[OH-].[NH4+]>CN(C)C=O.O>[C:5]1([C:4](=[O:11])[CH2:15][CH2:16][C:17]([C:19]2[S:20][C:21]([CH3:24])=[CH:22][CH:23]=2)=[O:18])[CH:10]=[CH:9][CH:8]=[CH:7][CH:6]=1 |f:0.1,3.4,5.6|. Procedure details: To a stirred suspension of 1.2 grams (0.025 mole) of sodium cyanide in 70 ml of dimethylformamide was added dropwise a solution of 5.2 grams (10 moles) of freshly distilled benzaldehyde in 40 ml of dimethylformamide. The complete addition required 20 minutes. The reaction mixture was stirred for one hour. Separately, while the mixture stirred, 10.0 grams (0.043 mole) of 3-dimethylamino-1-(5-methyl-2-thienyl)propan-1-one hydrochloride was made alkaline in water with ammonium hydroxide, extracted ... Yields the product C1(=CC=CC=C1)C(CCC(=O)C=1SC(=CC1)C)=O (1-phenyl-4(5-methyl-2-thienyl)-1,4-butanedione). Conditions: time 1 hour. Product: [Br-].C[NH+]1CN(C=C1)C(C(=O)C1=CC=CC=C1)C (1-methyl-3-(1-methyl-2-phenyl-2-oxoethyl)-1H-imidazolium bromide). Isolated yield 54.8%. Reaction SMILES: [C:1]1([C:7](=[O:11])[CH:8]([Br:10])[CH3:9])[CH:6]=[CH:5][CH:4]=[CH:3][CH:2]=1.[CH3:12][N:13]1[CH:17]=[CH:16][N:15]=[CH:14]1>C(OCC)C>[Br-:10].[CH3:12][NH+:13]1[CH:17]=[CH:16][N:15]([CH:8]([CH3:9])[C:7]([C:1]2[CH:6]=[CH:5][CH:4]=[CH:3][CH:2]=2)=[O:11])[CH2:14]1 |f:3.4|. Solvent: C(C)OCC (diethyl ether). Reactants: C1(=CC=CC=C1)C(C(C)Br)=O (1-phenyl-1-oxo-2-bromopropane), CN1C=NC=C1 (1-methylimidazole). Procedure details: A solution of 8 ml (0.047 mol) of 90% pure 1-phenyl-1-oxo-2-bromopropane and 4.25 g (0.052 mol) of 1-methylimidazole in 100 ml of diethyl ether was stirred at room temperature for approximately 24 hours. The precipitated solid was collected by filtration, washed with diethyl ether and dissolved in methanol. This solution was diluted with diethyl ether and the resulting white solid was collected by filtration. This solid was recrystallized from methanol/diethyl ether to afford 7.65 g of 1-methyl-... The reactants are C1(=CC=C(C=C1)S(=O)(=O)OC)C (methyl p-toluenesulfonate), CSCC(NC1=CC=C(C=C1)OCC(COCC)OC(C)=O)=O (4-(2-acetoxy-3-ethoxypropoxy)phenylcarbamoylmethyl methyl sulfide). The solvent is CCOCC (Ether). Run at time 8 hour. Yields the product C1(=CC=C(C=C1)S(=O)(=O)[O-])C.C(C)(=O)OC(COC1=CC=C(C=C1)NC(=O)C[S+](C)C)COCC (4-(2-acetoxy-3-ethoxypropoxy)phenylcarbamoylmethyldimethylsulfonium p-toluenesulfonate). Isolated yield 96.6%. Reaction SMILES: [C:1]1([CH3:12])[CH:6]=[CH:5][C:4]([S:7]([O:10]C)(=[O:9])=[O:8])=[CH:3][CH:2]=1.[CH3:13][S:14][CH2:15][C:16](=[O:35])[NH:17][C:18]1[CH:23]=[CH:22][C:21]([O:24][CH2:25][CH:26]([O:31][C:32](=[O:34])[CH3:33])[CH2:27][O:28][CH2:29][CH3:30])=[CH:20][CH:19]=1>CCOCC>[C:1]1([CH3:12])[CH:2]=[CH:3][C:4]([S:7]([O-:10])(=[O:8])=[O:9])=[CH:5][CH:6]=1.[C:32]([O:31][CH:26]([CH2:27][O:28][CH2:29][CH3:30])[CH2:25][O:24][C:21]1[CH:20]=[CH:19][C:18]([NH:17][C:16]([CH2:15][S+:14]([CH3:1])[CH3:13])=[O:35])=[CH:23][CH:22]=1)(=[O:34])[CH3:33] |f:3.4|. Reported procedure: A 7 g quantity of methyl p-toluenesulfonate was added to 3.41 g of 4-(2-acetoxy-3-ethoxypropoxy)phenylcarbamoylmethyl methyl sulfide. The mixture was stirred at room temperature for 8 hours. Ether was added to the reaction mixture and the insoluble solid was filtered off, and recrystallized from ethanol-ether, giving 5.10 g of 4-(2-acetoxy-3-ethoxypropoxy)phenylcarbamoylmethyldimethylsulfonium p-toluenesulfonate (Compound 2) in 96.6% yield, M.P. 100° to 105° C. Starting materials: CC1(C(OC2=C1C=C(C=C2C(C)(C)C)OC)=O)C (3,3-dimethyl-7-(1,1-dimethylethyl)-5-methoxy-2(3H)-benzofuranone), [H-].[Al+3].[Li+].[H-].[H-].[H-] (lithium aluminum hydride), C(C)(=O)OCC (ethyl acetate), Cl (hydrochloric acid). Run in C(C)OCC (diethyl ether), C(C)OCC (diethyl ether), O (water). The product is CC(C)(C)C1=C(C(=CC(=C1)OC)C(CO)(C)C)O (2-(1,1-dimethylethyl)-6-(1,1-dimethyl-2-hydroxyethyl)-4-methoxyphenol). Isolated yield 94.6%. RXN SMILES: [H-].[Al+3].[Li+].[H-].[H-].[H-].[CH3:7][C:8]1([CH3:24])[C:12]2[CH:13]=[C:14]([O:21][CH3:22])[CH:15]=[C:16]([C:17]([CH3:20])([CH3:19])[CH3:18])[C:11]=2[O:10][C:9]1=[O:23].C(OCC)(=O)C.Cl>C(OCC)C.O>[CH3:20][C:17]([C:16]1[CH:15]=[C:14]([O:21][CH3:22])[CH:13]=[C:12]([C:8]([CH3:24])([CH3:7])[CH2:9][OH:23])[C:11]=1[OH:10])([CH3:18])[CH3:19] |f:0.1.2.3.4.5|. Reported procedure: In 500 ml of diethyl ether was suspended 18 g of lithium aluminum hydride followed by addition of a solution of 3,3-dimethyl-7-(1,1-dimethylethyl)-5-methoxy-2(3H)-benzofuranone (104 g) in diethyl ether (400 ml) over a period of 1 hour with stirring at ambient temperature. The mixture was further stirred at ambient temperature for 1 hour. The reaction mixture was held under cooling in an ice bath and 60 ml of ethyl acetate, 100 ml of water and 900 ml of 10% hydrochloric acid were successively add... Reactants: C(#N)C=1C(=C(C(=CC1Cl)Cl)CCC(=O)O)Cl (3-(3-cyano-2,4,6-trichlorophenyl)propionic acid), [OH-].[Na+] (caustic soda). The solvent is solution, O (water). Reaction conditions: temperature 60 celsius. Product: C(N)(=O)C=1C(=C(C(=CC1Cl)Cl)CCC(=O)O)Cl (3-(3-carbamoyl-2,4,6-trichlorphenyl)propionic acid). Yield: 90.0%. RXN SMILES: [C:1]([C:3]1[C:4]([Cl:16])=[C:5]([CH2:11][CH2:12][C:13]([OH:15])=[O:14])[C:6]([Cl:10])=[CH:7][C:8]=1[Cl:9])#[N:2].[OH-:17].[Na+]>O>[C:1]([C:3]1[C:4]([Cl:16])=[C:5]([CH2:11][CH2:12][C:13]([OH:15])=[O:14])[C:6]([Cl:10])=[CH:7][C:8]=1[Cl:9])(=[O:17])[NH2:2] |f:1.2|. Procedure: 16 g of 3-(3-cyano-2,4,6-trichlorophenyl)propionic acid is dissolved in a solution of 5 g of solution of caustic soda in 80 ml of water. The mixture is maintained at 60° C. for 3 hours, filtered over active carbon, and the filtrate is brought to pH 1 under cooling by the addition of concentrated hydrochloric acid under agitation. After several hours of stirring, the precipitate is vacuum-filtered, washed with water, and dried at 50° C. Recrystallization from five times the amount of toluene yiel...